From a dataset of the Open Reaction Database (ORD), a public repository of structured organic reaction records. describe an organic reaction: reactants, conditions, products, and yield Reactants: N1=C(Cl)N=C(Cl)N=C1Cl (cyanuric chloride), ice, N1CCNCC1 (piperazine), C(=O)([O-])[O-].[Na+].[Na+] (Na2CO3), N#N (N2), N1CCCCC1 (piperidine), [OH-].[Na+] (NaOH). Run in CC(=O)C (acetone). Reaction conditions: temperature 0 celsius, time 30 minute. The product is N1(CCCCC1)C1=NC(=NC(=N1)N1CCCCC1)N1CCN(CC1)C1=NC(=NC(=N1)N1CCCCC1)N1CCCCC1 (N,N'-Bis(2,4-dipiperidinyl-1,3,5-triazin-6-yl)piperazine). Reaction SMILES: N#N.[N:3]1[C:10](Cl)=[N:9][C:7](Cl)=[N:6][C:4]=1Cl.[NH:12]1[CH2:17][CH2:16][NH:15][CH2:14][CH2:13]1.C([O-])([O-])=O.[Na+].[Na+].[NH:24]1[CH2:29][CH2:28][CH2:27][CH2:26][CH2:25]1.[OH-].[Na+]>CC(C)=O>[N:24]1([C:4]2[N:6]=[C:7]([N:24]3[CH2:29][CH2:28][CH2:27][CH2:26][CH2:25]3)[N:9]=[C:10]([N:12]3[CH2:17][CH2:16][N:15]([C:4]4[N:6]=[C:7]([N:24]5[CH2:29][CH2:28][CH2:27][CH2:26][CH2:25]5)[N:9]=[C:10]([N:24]5[CH2:29][CH2:28][CH2:27][CH2:26][CH2:25]5)[N:3]=4)[CH2:14][CH2:13]3)[N:3]=2)[CH2:29][CH2:28][CH2:27][CH2:26][CH2:25]1 |f:3.4.5,7.8|. Procedure: All operations are carried out in an N2 atmosphere. 0.5 mol of cyanuric chloride is added to a mixture of 300 ml of acetone and 200 g of ice, and 0.25 mol of each of piperazine and Na2CO3 as 8% strength by weight and 20% strength by weight aqueous solutions respectively are added simultaneously. During this addition, the reaction temperature is maintained at between minus 15° C. and 0° C. and the pH is maintained at between 5 and 7. The reaction mixture is stirred for 30 minutes and filtered wit...